From a dataset of the Open Reaction Database (ORD), a public repository of structured organic reaction records. describe an organic reaction: reactants, conditions, products, and yield Starting materials: O[C@@H]1[C@@H]2[C@]3(CCC(C=C3CC[C@H]2[C@@H]2C[C@H]([C@](C(CO)=O)([C@]2(C1)C)O)O)=O)C (11β,16α,17,21-Tetrahydroxypregn-4-ene-3,20-dione), C(=C)C=[N+]=[N-] (vinyl diazomethane), methanol-ether. Yields the product C(C=C)O[C@H]1[C@](C(CO)=O)([C@]2(C[C@@H]([C@@H]3[C@]4(CCC(C=C4CC[C@H]3[C@@H]2C1)=O)C)O)C)O (16α-Allyloxy-11β,17,21-trihydroxypregn-4-ene-3,20-dione). Reaction SMILES: [OH:1][C@H:2]1[CH2:22][C@@:21]2([CH3:23])[C@@H:13]([CH2:14][C@@H:15]([OH:25])[C@:16]2([OH:24])[C:17](=[O:20])[CH2:18][OH:19])[C@H:12]2[C@H:3]1[C@:4]1([CH3:27])[C:9]([CH2:10][CH2:11]2)=[CH:8][C:7](=[O:26])[CH2:6][CH2:5]1.[CH:28]([CH:30]=[N+]=[N-])=[CH2:29]>>[CH2:30]([O:25][C@@H:15]1[CH2:14][C@@H:13]2[C@:21]([CH3:23])([CH2:22][C@H:2]([OH:1])[C@H:3]3[C@H:12]2[CH2:11][CH2:10][C:9]2[C@:4]3([CH3:27])[CH2:5][CH2:6][C:7](=[O:26])[CH:8]=2)[C@@:16]1([OH:24])[C:17](=[O:20])[CH2:18][OH:19])[CH:28]=[CH2:29]. Procedure details: 11β,16α,17,21-Tetrahydroxypregn-4-ene-3,20-dione, 16,17-cycloborate is added to a solution of vinyl diazomethane in 1:1 methanol-ether at 0°C until nitrogen evolution ceases. The solvent is evaporated to yield the title compound. Reactants: ClC1=CC=C(C(=N1)OC)[N+](=O)[O-] (6-chloro-2-methoxy-3-nitropyridine), N1CCCCC1 (piperidine), C(C)O (ethanol), ice water. The product is COC1=NC(=C(C=C1)[N+](=O)[O-])N1CCCCC1 (2-methoxy-5-nitro-6-(piperidin-1-yl)pyridine). RXN SMILES: Cl[C:2]1[N:7]=[C:6](OC)[C:5]([N+:10]([O-:12])=[O:11])=[CH:4][CH:3]=1.[NH:13]1[CH2:18][CH2:17][CH2:16][CH2:15][CH2:14]1.[CH2:19]([OH:21])C>>[CH3:19][O:21][C:2]1[CH:3]=[CH:4][C:5]([N+:10]([O-:12])=[O:11])=[C:6]([N:13]2[CH2:18][CH2:17][CH2:16][CH2:15][CH2:14]2)[N:7]=1. Reported procedure: 4 g (0.02 mol) of 6-chloro-2-methoxy-3-nitropyridine, 60 ml of ethanol and 4.2 ml of piperidine are charged to a fully equipped round-bottomed flask. The mixture is brought to reflux for two hours with stirring and then the mixture is poured onto an ice/water mixture with stirring. The precipitate formed is filtered off and dried. 2 g of yellow powder are obtained, Yd=42.5%.